From a dataset of the Open Reaction Database (ORD), a public repository of structured organic reaction records. describe an organic reaction: reactants, conditions, products, and yield The reactants are ice, C(C(=O)Cl)(=O)Cl (oxalyl chloride), COC1=CC=C(C=C1)C1C(C(C2=CC=CC=C12)C1=CC2=C(C=C1)OCO2)C(=O)N ((1RS,2SR,3SR)-1-(4-methoxyphenyl)-3-(3,4-methylenedioxyphenyl)indane-2-carboxamide). Reported procedure: To ice-cold DMF (1 ml) under an argon atmosphere was added oxalyl chloride (68 ml, 0.78 mmol). After stirring for 5 min at 0° C., a solution of (1RS,2SR,3SR)-1-(4-methoxyphenyl)-3-(3,4-methylenedioxyphenyl)indane-2-carboxamide (150 mg, 0.39 mmol) in DMF (2 ml) was added, and stirring was continued for an additional 10 min at 0° C. The reaction mixture was partitioned between EtOAc and 3M HCl. The aqueous phase was extracted with EtOAc, and the combined organic extracts were washed successively w... Isolated yield 93.7%. The product is COC1=CC=C(C=C1)C1C(C(C2=CC=CC=C12)C1=CC2=C(C=C1)OCO2)C#N ((1RS,2SR,3SR)-1-(4-Methoxyphenyl)-3-(3,4-methylenedioxyphenyl)indane-2-carbonitrile). Conditions: temperature 0 celsius, time 5 minute. Reaction SMILES: C(Cl)(=O)C(Cl)=O.[CH3:7][O:8][C:9]1[CH:14]=[CH:13][C:12]([CH:15]2[C:23]3[C:18](=[CH:19][CH:20]=[CH:21][CH:22]=3)[CH:17]([C:24]3[CH:29]=[CH:28][C:27]4[O:30][CH2:31][O:32][C:26]=4[CH:25]=3)[CH:16]2[C:33]([NH2:35])=O)=[CH:11][CH:10]=1>CN(C=O)C>[CH3:7][O:8][C:9]1[CH:14]=[CH:13][C:12]([CH:15]2[C:23]3[C:18](=[CH:19][CH:20]=[CH:21][CH:22]=3)[CH:17]([C:24]3[CH:29]=[CH:28][C:27]4[O:30][CH2:31][O:32][C:26]=4[CH:25]=3)[CH:16]2[C:33]#[N:35])=[CH:11][CH:10]=1. Run in CN(C)C=O (DMF). The reactants are CC(C(=O)O)c1ccc(-c2ccccc2)c(F)c1, Cc1ccc2cccc(N)c2n1. The reagents and catalysts are CCN=C=NCCCN(C)C.Cl (EDC-HCl). Solvent: CN(C)C=O (DMF), CN(C)C=O (DMF), CN(C)C=O (DMF), CN(C)C=O (DMF), CN(C)C=O (DMF), CN(C)C=O (DMF). Run at temperature 25 celsius, time 2 hour. The product is Cc1ccc2cccc(NC(=O)C(C)c3ccc(-c4ccccc4)c(F)c3)c2n1. Isolated yield 15.2%. As a reaction SMILES: Cc1ccc2cccc(N)c2n1.CC(C(=O)O)c1ccc(-c2ccccc2)c(F)c1.CCN=C=NCCCN(C)C.Cl.CN(C)C=O>>Cc1ccc2cccc(NC(=O)C(C)c3ccc(-c4ccccc4)c(F)c3)c2n1.